describe an organic reaction: reactants, conditions, products, and yield From a dataset of the Open Reaction Database (ORD), a public repository of structured organic reaction records. As a reaction SMILES: [CH2:13]([CH2:14][CH2:15][CH3:16])[c:17]1[n:18][c:19]2[c:24]([cH:25][cH:26]1)[CH2:23][CH2:22][CH2:21][CH2:20]2.[CH2:8]([Li:9])[CH2:10][CH2:11][CH3:12].[CH3:27][Si:28]([CH3:29])([CH3:30])[N:31]=[C:32]=[S:33].[CH:1]([NH:2][CH:3]([CH3:4])[CH3:5])([CH3:6])[CH3:7].[cH:34]1[cH:35][cH:36][cH:37][cH:38][cH:39]1>>[CH2:13]([CH2:14][CH2:15][CH3:16])[c:17]1[n:18][c:19]2[c:24]([cH:25][cH:26]1)[CH2:23][CH2:22][CH2:21][CH:20]2[C:32]([NH2:31])=[S:33]. The reactants are CCCCc1ccc2c(n1)CCCC2, [Li]CCCC, C[Si](C)(C)N=C=S, CC(C)NC(C)C, c1ccccc1. Yields the product CCCCc1ccc2c(n1)C(C(N)=S)CCC2. The reactants are C1CCOC1 (THF), [NH4+].[OH-] (NH4OH), C(C)(C)(C)C1=CC=C(C=C1)S(=O)(=O)NC1=C(C=C(C(=C1)F)Cl)C1=NN=C(N1C)CC (4-tert-Butyl-N-[4-chloro-2-(5-ethyl-4-methyl-4H-[1,2,4]triazol-3-yl)-5-fluoro-phenyl]-benzenesulfonamide), resultant solution. Solvent: O (water), CCOC(=O)C (EtOAc). Yields the product C(C)(C)(C)C1=CC=C(C=C1)S(=O)(=O)NC1=C(C=C(C(=C1)F)Cl)C=1N(C(=NN1)C(=O)N)C (5-[2-(4-tert-Butyl-benzenesulfonylamino)-5-chloro-4-fluoro-phenyl]-4-methyl-4H-[1,2,4]triazole-3-carboxylic acid amide). Reaction SMILES: [C:1]([C:5]1[CH:10]=[CH:9][C:8]([S:11]([NH:14][C:15]2[CH:20]=[C:19]([F:21])[C:18]([Cl:22])=[CH:17][C:16]=2[C:23]2[N:27]([CH3:28])[C:26]([CH2:29]C)=[N:25][N:24]=2)(=[O:13])=[O:12])=[CH:7][CH:6]=1)([CH3:4])([CH3:3])[CH3:2].C1COCC1.[NH4+:36].[OH-:37]>O.CCOC(C)=O>[C:1]([C:5]1[CH:6]=[CH:7][C:8]([S:11]([NH:14][C:15]2[CH:20]=[C:19]([F:21])[C:18]([Cl:22])=[CH:17][C:16]=2[C:23]2[N:27]([CH3:28])[C:26]([C:29]([NH2:36])=[O:37])=[N:25][N:24]=2)(=[O:13])=[O:12])=[CH:9][CH:10]=1)([CH3:3])([CH3:2])[CH3:4] |f:2.3|. Procedure: To a vial containing ethyl 5-[2-(4-tert-butyl-benzenesulfonylamino)-5-chloro-4-fluoro-phenyl]-4-methyl-4H-[1,2,4]triazole-3-carboxylic acid ethyl ester (synthesized according to general procedure C, 100 mg, 0.202 mmol) was added THF (2 mL) and 28% NH4OH in water (2 mL), and the resultant solution was stirred at room temperature for 1 h. The reaction mixture was subsequently diluted with EtOAc (30 mL) and the organics were washed with water (2×10 mL), dried over Na2SO4, concentrated in vacuo, and... The reactants are N1=CC(=CC=C1)N1N=CC(=C1)C1=CC=C2C(=N1)C(CCO2)=O (6-[1-(3-Pyridyl)pyrazol-4-yl]-2,3-dihydropyrano[3,2-b]pyridin-4-one), CON.Cl (CH3ONH2.HCl), CC(=O)[O-].[K+] (KOAc). Run in CO (methanol). The product is CON=C1CCOC=2C1=NC(=CC2)C=2C=NN(C2)C=2C=NC=CC2 (N-methoxy-6-[1-(3-pyridyl)pyrazol-4-yl]-2,3-dihydropyrano[3,2-b]pyridin-4-imine). As a reaction SMILES: [N:1]1[CH:6]=[CH:5][CH:4]=[C:3]([N:7]2[CH:11]=[C:10]([C:12]3[N:17]=[C:16]4[C:18](=O)[CH2:19][CH2:20][O:21][C:15]4=[CH:14][CH:13]=3)[CH:9]=[N:8]2)[CH:2]=1.[CH3:23][O:24][NH2:25].Cl.CC([O-])=O.[K+]>CO>[CH3:23][O:24][N:25]=[C:18]1[C:16]2=[N:17][C:12]([C:10]3[CH:9]=[N:8][N:7]([C:3]4[CH:2]=[N:1][CH:6]=[CH:5][CH:4]=4)[CH:11]=3)=[CH:13][CH:14]=[C:15]2[O:21][CH2:20][CH2:19]1 |f:1.2,3.4|. Procedure details: 6-[1-(3-Pyridyl)pyrazol-4-yl]-2,3-dihydropyrano[3,2-b]pyridin-4-one (120 mg, 0.41 mmol), CH3ONH2.HCl (38 mg, 0.82 mmol) and KOAc (81 mg, 0.82 mmol) were suspended in methanol (3 ml) under N2. The reaction mixture was refluxed overnight and purified by chromatography on silica (EtOAc) to get the title compound as a yellow solid. Reactants: C(C)(C)(C)OC(=O)N1CCN(CC1)C=1SC(=CN1)Br (4-(5-bromo-thiazol-2-yl)-piperazine-1-carboxylic acid tert-butyl ester), C(CCC)[Sn](C1=NC=CC=N1)(CCCC)CCCC (2-tributylstannanyl-pyrimidine), [F-].[Cs+] (cesium fluoride). Reagents/catalysts: C(C)(C)(C)PC(C)(C)C.[Pd] (palladium di-tert-butylphosphine). Run at temperature 90 celsius, time 8 hour. Yields the product C(C)(C)(C)OC(=O)N1CCN(CC1)C=1SC(=CN1)C1=NC=CC=N1 (4-(5-Pyrimidin-2-yl-thiazol-2-yl)-piperazine-1-carboxylic acid tert-butyl ester). Reaction SMILES: [C:1]([O:5][C:6]([N:8]1[CH2:13][CH2:12][N:11]([C:14]2[S:15][C:16](Br)=[CH:17][N:18]=2)[CH2:10][CH2:9]1)=[O:7])([CH3:4])([CH3:3])[CH3:2].C([Sn](CCCC)(CCCC)[C:25]1[N:30]=[CH:29][CH:28]=[CH:27][N:26]=1)CCC.[F-].[Cs+]>C(PC(C)(C)C)(C)(C)C.[Pd]>[C:1]([O:5][C:6]([N:8]1[CH2:13][CH2:12][N:11]([C:14]2[S:15][C:16]([C:25]3[N:30]=[CH:29][CH:28]=[CH:27][N:26]=3)=[CH:17][N:18]=2)[CH2:10][CH2:9]1)=[O:7])([CH3:4])([CH3:3])[CH3:2] |f:2.3,4.5|. Procedure: A round bottom flask containing 4-(5-bromo-thiazol-2-yl)-piperazine-1-carboxylic acid tert-butyl ester (100 mg, 0.29 mmol), 2-tributylstannanyl-pyrimidine (130 mg, 0.36 mmol), cesium fluoride (85 mg, 0.56 mmol) and palladium di-tert-butylphosphine was degassed three times with Ar. Dioxane was added and the formed reaction mixture was stirred at 90° C. overnight under Ar. Then the reaction mixture was filter through celite and the solvent was removed under vacuum and crude product was used direct...